Dataset: the Open Reaction Database (ORD), a public repository of structured organic reaction records. Task: describe an organic reaction: reactants, conditions, products, and yield Reactants: FC(F)(F)COc1ccccc1N1CCN(CCCBr)CC1, O=C([O-])[O-], [K+], [K+], CN(C)C=O, O=c1[nH]c2c(c(=O)[nH]1)CCCC2. Product: O=c1[nH]c2c(c(=O)n1CCCN1CCN(c3ccccc3OCC(F)(F)F)CC1)CCCC2. Reaction SMILES: [Br:13][CH2:14][CH2:15][CH2:16][N:17]1[CH2:18][CH2:19][N:20]([c:23]2[c:24]([O:29][CH2:30][C:31]([F:32])([F:33])[F:34])[cH:25][cH:26][cH:27][cH:28]2)[CH2:21][CH2:22]1.[C:35](=[O:36])([O-:37])[O-:38].[K+:39].[K+:40].[O:41]=[CH:42][N:43]([CH3:44])[CH3:45].[nH:1]1[c:2](=[O:12])[nH:3][c:4](=[O:11])[c:5]2[c:10]1[CH2:9][CH2:8][CH2:7][CH2:6]2>>[nH:1]1[c:2](=[O:12])[n:3]([CH2:14][CH2:15][CH2:16][N:17]2[CH2:18][CH2:19][N:20]([c:23]3[c:24]([O:29][CH2:30][C:31]([F:32])([F:33])[F:34])[cH:25][cH:26][cH:27][cH:28]3)[CH2:21][CH2:22]2)[c:4](=[O:11])[c:5]2[c:10]1[CH2:9][CH2:8][CH2:7][CH2:6]2. The reactants are C(=O)(OC)C1=CC=C(C=C1)[C@@H]1N([C@@H](CCC1)C=C)C(CC=C)=O (1-[(2R*,6S*)-2-(4-carbomethoxyphenyl)-6-vinylpiperidin-1-yl]-3-buten-1-one). The reagents and catalysts are CC1=CC(=C(C(=C1)C)N2CCN([CH-]2)C3=C(C=C(C=C3C)C)C)C.C1CCC(CC1)[PH+](C2CCCCC2)C3CCCCC3.C1=CC=C(C=C1)C=[Ru](Cl)Cl (tricyclohexylphosphine[1,3-bis(2,4,6-trimethylphenyl)-4,5-dihydroimidazol-2-ylidene][benzylidene]ruthenium (IV) dichloride). Solvent: C(Cl)Cl (methylene chloride). The product is C(=O)(OC)C1=CC=C(C=C1)[C@@H]1N2C(CC=C[C@@H]2CCC1)=O ((6R*,9aS*)-6-(4-carbomethoxyphenyl)-3,6,7,8,9,9a-hexahydroquinolizin-4-one). Yield: 56.7%. RXN SMILES: [C:1]([C:5]1[CH:10]=[CH:9][C:8]([C@H:11]2[CH2:16][CH2:15][CH2:14][C@@H:13]([CH:17]=[CH2:18])[N:12]2[C:19](=[O:23])[CH2:20]C=C)=[CH:7][CH:6]=1)([O:3][CH3:4])=[O:2]>C(Cl)Cl.CC1C=C(C)C(N2[CH-]N(C3C(C)=CC(C)=CC=3C)CC2)=C(C)C=1.C1CCC([PH+](C2CCCCC2)C2CCCCC2)CC1.C1C=CC(C=[Ru](Cl)Cl)=CC=1>[C:1]([C:5]1[CH:6]=[CH:7][C:8]([C@H:11]2[CH2:16][CH2:15][CH2:14][C@@H:13]3[N:12]2[C:19](=[O:23])[CH2:20][CH:18]=[CH:17]3)=[CH:9][CH:10]=1)([O:3][CH3:4])=[O:2] |f:2.3.4|. Reported procedure: A solution of 1-[(2R*,6S*)-2-(4-carbomethoxyphenyl)-6-vinylpiperidin-1-yl]-3-buten-1-one (281 mg) and tricyclohexylphosphine[1,3-bis(2,4,6-trimethylphenyl)-4,5-dihydroimidazol-2-ylidene][benzylidene]ruthenium (IV) dichloride (53 mg) in methylene chloride (150 mL) was heated under reflux for 1.5 hours. The reaction solution was left to cool to room temperature and then concentrated. The residue was purified by silica gel column chromatography (elution solvent: heptane:ethyl acetate=4:1->ethyl ace... The yield is 60.8%. RXN SMILES: [F:1][C:2]1[CH:7]=[C:6]([I:8])[CH:5]=[CH:4][C:3]=1[NH:9][C:10]1[N:15]2[CH:16]=[N:17][CH:18]=[C:14]2[CH:13]=[CH:12][C:11]=1[C:19]([OH:21])=O.[CH:22]([O:24][CH2:25][CH2:26][O:27][NH2:28])=[CH2:23].CCN=C=NCCCN(C)C.Cl.C1C=CC2N(O)N=NC=2C=1.CCN(C(C)C)C(C)C>CN(C=O)C>[CH:22]([O:24][CH2:25][CH2:26][O:27][NH:28][C:19]([C:11]1[CH:12]=[CH:13][C:14]2[N:15]([CH:16]=[N:17][CH:18]=2)[C:10]=1[NH:9][C:3]1[CH:4]=[CH:5][C:6]([I:8])=[CH:7][C:2]=1[F:1])=[O:21])=[CH2:23] |f:2.3|. Yields the product C(=C)OCCONC(=O)C=1C=CC=2N(C1NC1=C(C=C(C=C1)I)F)C=NC2 (5-(2-Fluoro-4-iodophenylamino)-imidazo[1,5-a]pyridine-6-carboxylic acid (2-vinyloxyethoxy)-amide). Solvent: CN(C)C=O (DMF). Starting materials: FC1=C(C=CC(=C1)I)NC1=C(C=CC=2N1C=NC2)C(=O)O (5-(2-fluoro-4-iodophenylamino)-imidazo[1,5-a]pyridine-6-carboxylic acid), C(=C)OCCON (O-(2-vinyloxyethyl)-hydroxylamine), CCN=C=NCCCN(C)C.Cl (EDCI hydrochloride), C=1C=CC2=C(C1)N=NN2O (HOBt), CCN(C(C)C)C(C)C (DIPEA). Reaction conditions: time 5 hour. Procedure: To a solution of 5-(2-fluoro-4-iodophenylamino)-imidazo[1,5-a]pyridine-6-carboxylic acid (2.10 g, 5.29 mmol) and O-(2-vinyloxyethyl)-hydroxylamine (0.87 g, 8.46 mmol) in DMF (30 mL) was added EDCI hydrochloride (1.31 g, 6.90 mmol), HOBt (0.93 g, 6.90 mmol) and DIPEA (1.17 mL, 6.90 mmol). The reaction mixture was stirred at room temperature for 5 hours before being concentrated in vacuo. The resultant residue was dissolved in 1:1 tert-butylmethylether:ethyl acetate (20 mL) and aqueous saturated s... The reactants are C(C)(C)(C)OC(NCCC1=C(NC2=CC=C(C=C12)[N+](=O)[O-])C1=CC(=CC(=C1)C)C)=O ({2-[2-(3,5-dimethylphenyl)-5-nitro-1H-indol-3-yl]-ethyl}-carbamic acid tert-butyl ester). The reagents and catalysts are [Pt](=O)=O (platinum (IV) oxide). Solvent: CO (methanol). Run at time 4 hour. Yields the product C(C)(C)(C)OC(NCCC1=C(NC2=CC=C(C=C12)N)C1=CC(=CC(=C1)C)C)=O ({2-[5-amino-2-(3,5-dimethylphenyl)-1H-indol-3-yl]-ethyl}-carbamic acid tert-butyl ester). Isolated yield 91.2%. RXN SMILES: [C:1]([O:5][C:6](=[O:30])[NH:7][CH2:8][CH2:9][C:10]1[C:18]2[C:13](=[CH:14][CH:15]=[C:16]([N+:19]([O-])=O)[CH:17]=2)[NH:12][C:11]=1[C:22]1[CH:27]=[C:26]([CH3:28])[CH:25]=[C:24]([CH3:29])[CH:23]=1)([CH3:4])([CH3:3])[CH3:2]>CO.[Pt](=O)=O>[C:1]([O:5][C:6](=[O:30])[NH:7][CH2:8][CH2:9][C:10]1[C:18]2[C:13](=[CH:14][CH:15]=[C:16]([NH2:19])[CH:17]=2)[NH:12][C:11]=1[C:22]1[CH:23]=[C:24]([CH3:29])[CH:25]=[C:26]([CH3:28])[CH:27]=1)([CH3:4])([CH3:3])[CH3:2]. Procedure details: {2-[2-(3,5-dimethylphenyl)-5-nitro-1H-indol-3-yl]-ethyl}-carbamic acid tert-butyl ester (0.4 g) was dissolved in methanol (25 mL) and platinum (IV) oxide (40 mg) added. The mixture was placed on a Parr hydrogenation apparatus and hydrogenated at 45psi for 4 h; by this time the starting material had been consumed and converted into one product. The catalyst was removed by filtration and the filtrates evaporated under reduced pressure using a rotary evaporator and the final traces of solvent remov... Starting materials: CCO, ClCc1n[nH]c2ccc(Cl)cc12, N#C[K], O. Yields the product N#CCc1n[nH]c2ccc(Cl)cc12. Reaction SMILES: [CH3:16][CH2:17][OH:18].[Cl:1][CH2:2][c:3]1[n:4][nH:5][c:6]2[cH:7][cH:8][c:9]([Cl:12])[cH:10][c:11]12.[K:13][C:14]#[N:15].[OH2:19]>>[CH2:2]([c:3]1[n:4][nH:5][c:6]2[cH:7][cH:8][c:9]([Cl:12])[cH:10][c:11]12)[C:14]#[N:15].